Task: describe an organic reaction: reactants, conditions, products, and yield. Dataset: the Open Reaction Database (ORD), a public repository of structured organic reaction records The reactants are N(=[N+]=[N-])C1=C2C(C(=O)N(C2=O)CCCCCC(=O)O)=CC=C1 (6-(3-azidophthalimidyl)-caproic acid), S(=O)(Cl)Cl (thionyl chloride). Run in CN(C=O)C (N,N-dimethylformamide). Reaction conditions: temperature 80 celsius, time 15 minute. Product: N(=[N+]=[N-])C1=C2C(C(=O)N(C2=O)CCCCCC(=O)Cl)=CC=C1 (6-(3-azidophthalimidyl)-caproyl chloride). The yield is 77.9%. Reaction SMILES: [N:1]([C:4]1[CH:22]=[CH:21][CH:20]=[C:6]2[C:7]([N:9]([CH2:12][CH2:13][CH2:14][CH2:15][CH2:16][C:17](O)=[O:18])[C:10](=[O:11])[C:5]=12)=[O:8])=[N+:2]=[N-:3].S(Cl)([Cl:25])=O>CN(C)C=O>[N:1]([C:4]1[CH:22]=[CH:21][CH:20]=[C:6]2[C:7]([N:9]([CH2:12][CH2:13][CH2:14][CH2:15][CH2:16][C:17]([Cl:25])=[O:18])[C:10](=[O:11])[C:5]=12)=[O:8])=[N+:2]=[N-:3]. Reported procedure: 15.0 g (0.05 mol) of the 6-(3-azidophthalimidyl)-caproic acid obtained according to Example 8 are dissolved in 327 g (2.75 mols) of thionyl chloride, and the solution is warmed to 80° C., the operations being carried out under yellow light. At 80° C., 0.5 ml of N,N-dimethylformamide is added to the clear solution obtained. The reaction mixture is stirred for 15 minutes at 80° C. and is then cooled to room temperature. This produces a beige-coloured suspension, which is filtered with suction, und... Starting materials: CCOC(=O)CC1CCCCC1=O, Cc1ccccc1, OCCO, Cc1ccc(S(=O)(=O)O)cc1. The product is CCOC(=O)CC1CCCCC12OCCO2. Reaction SMILES: [CH2:16]([CH3:17])[O:18][C:19](=[O:20])[CH2:21][CH:22]1[C:23](=[O:28])[CH2:24][CH2:25][CH2:26][CH2:27]1.[CH3:29][c:30]1[cH:31][cH:32][cH:33][cH:34][cH:35]1.[OH:1][CH2:2][CH2:3][OH:4].[c:5]1([CH3:6])[cH:7][cH:8][c:9]([S:10]([OH:11])(=[O:12])=[O:13])[cH:14][cH:15]1>>[O:1]1[CH2:2][CH2:3][O:4][C:23]12[CH:22]([CH2:21][C:19]([O:18][CH2:16][CH3:17])=[O:20])[CH2:27][CH2:26][CH2:25][CH2:24]2.